Dataset: the Open Reaction Database (ORD), a public repository of structured organic reaction records. Task: describe an organic reaction: reactants, conditions, products, and yield Starting materials: FC(C(=O)O)(F)F.ClC1=CC=C(C=C1)C1C(N=C(N1)C1=C(C=C(C=C1)OC)OCC)C1CCCC1 (5-(4-Chloro-phenyl)-4-cyclopentyl-2-(2-ethoxy-4-methoxy-phenyl)-4,5-dihydro-1H-imidazole, trifluoroacetate salt), ClC1=CC=C(C=C1)C1C(N=C(N1C(=O)N1CCN(CC1)C)C1=C(C=C(C=C1)OC)OCC)CC1CCCC1 ([5-(4-chloro-phenyl)-4-cyclopentylmethyl-2-(2-ethoxy-4-methoxy-phenyl)-4,5-dihydro-imidazol-1-yl]-(4-methyl-piperazin-1-yl)-methanone). Yields the product ClC1=CC=C(C=C1)C1C(N=C(N1C(=O)N1CCC(CC1)N1CCCC1)C1=C(C=C(C=C1)OC)OCC)C1CCCC1 ([5-(4-Chloro-phenyl)-4-cyclopentyl-2-(2-ethoxy-4-methoxy-phenyl)-4,5-dihydro-imidazol-1-yl]-(4-pyrrolidin-1-yl-piperidin-1-yl)-methanone). As a reaction SMILES: FC(F)(F)C(O)=O.ClC1C=CC([CH:15]2N[C:18]([C:20]3C=CC(OC)=[CH:22][C:21]=3OCC)=[N:17][CH:16]2[CH:31]2CCCC2)=CC=1.[Cl:36][C:37]1[CH:42]=[CH:41][C:40]([CH:43]2[N:47]([C:48]([N:50]3[CH2:55]CN(C)C[CH2:51]3)=[O:49])[C:46]([C:57]3[CH:62]=[CH:61][C:60]([O:63][CH3:64])=[CH:59][C:58]=3[O:65][CH2:66][CH3:67])=[N:45][CH:44]2[CH2:68][CH:69]2[CH2:73][CH2:72][CH2:71]C2)=[CH:39][CH:38]=1>>[Cl:36][C:37]1[CH:38]=[CH:39][C:40]([CH:43]2[N:47]([C:48]([N:50]3[CH2:55][CH2:31][CH:16]([N:17]4[CH2:22][CH2:21][CH2:20][CH2:18]4)[CH2:15][CH2:51]3)=[O:49])[C:46]([C:57]3[CH:62]=[CH:61][C:60]([O:63][CH3:64])=[CH:59][C:58]=3[O:65][CH2:66][CH3:67])=[N:45][CH:44]2[CH:68]2[CH2:69][CH2:73][CH2:72][CH2:71]2)=[CH:41][CH:42]=1 |f:0.1|. Procedure details: [5-(4-Chloro-phenyl)-4-cyclopentyl-2-(2-ethoxy-4-methoxy-phenyl)-4,5-dihydro-imidazol-1-yl]-(4-pyrrolidin-1-yl-piperidin-1-yl)-methanone was prepared from 5-(4-chloro-phenyl)-4-cyclopentyl-2-(2-ethoxy-4-methoxy-phenyl)-4,5-dihydro-1H-imidazole, trifluoroacetate salt (Example 19) in an analogous manner as described for the preparation of [5-(4-chloro-phenyl)-4-cyclopentylmethyl-2-(2-ethoxy-4-methoxy-phenyl)-4,5-dihydro-imidazol-1-yl]-(4-methyl-piperazin-1-yl)-methanone (Example 24). HR-MS (ES, m/... Reactants: C=1C=CC2=C(C1)N=NN2O (HOBT), ClC=1C=C(/C(/N)=N/O)C=CC1OC(C)C ((Z)-3-chloro-N′-hydroxy-4-isopropoxybenzimidamide), BrC1=NC=C(C(=O)O)C=C1 (6-bromonicotinic acid), C1CCC(CC1)N=C=NC2CCCCC2 (DCC), CCN(C(C)C)C(C)C (DIEA). The solvent is C(C)#N (acetonitrile). Conditions: time 10 minute. Yields the product N1(N=NC2=C1C=CC=C2)OC2=CC=C(C=N2)C2=NC(=NO2)C2=CC(=C(C=C2)OC(C)C)Cl (5-(6-(1H-benzo[d][1,2,3]triazol-1-yloxy)pyridin-3-yl)-3-(3-chloro-4-isopropoxyphenyl)-1,2,4-oxadiazole). Yield: 65.2%. Reaction SMILES: [Cl:1][C:2]1[CH:3]=[C:4]([CH:9]=[CH:10][C:11]=1[O:12][CH:13]([CH3:15])[CH3:14])/[C:5](=[N:7]/[OH:8])/[NH2:6].Br[C:17]1[CH:25]=[CH:24][C:20]([C:21](O)=O)=[CH:19][N:18]=1.C1CCC(N=C=NC2CCCCC2)CC1.[CH:41]1[CH:42]=[CH:43][C:44]2[N:49]([OH:50])[N:48]=[N:47][C:45]=2[CH:46]=1.CCN(C(C)C)C(C)C>C(#N)C>[N:49]1([O:50][C:17]2[N:18]=[CH:19][C:20]([C:21]3[O:8][N:7]=[C:5]([C:4]4[CH:9]=[CH:10][C:11]([O:12][CH:13]([CH3:15])[CH3:14])=[C:2]([Cl:1])[CH:3]=4)[N:6]=3)=[CH:24][CH:25]=2)[C:44]2[CH:43]=[CH:42][CH:41]=[CH:46][C:45]=2[N:47]=[N:48]1. Reported procedure: A 25 mL microwave reaction vial was charged with (Z)-3-chloro-N′-hydroxy-4-isopropoxybenzimidamide (0.1 g, 0.437 mmol), 6-bromonicotinic acid (0.097 g, 0.481 mmol), and DCC (0.099 g, 0.481 mmol) in acetonitrile (2.403 ml). HOBT (0.074 g, 0.481 mmol) was added in one portion, the resulting suspension was allowed to stir at room temperature for 10 min. DIEA (0.168 ml, 0.962 mmol) was added dropwise, the reaction mixture was heated at 120° C. for 30 min under microwave irradiation (Biotage Optimize...